This data is from the Open Reaction Database (ORD), a public repository of structured organic reaction records. The task is: describe an organic reaction: reactants, conditions, products, and yield The reactants are C1(=CC=C(C=C1)S(=O)(=O)OCC1CC2=CNC=3C=CC=C(C23)C(N1)=O)C (4-(p-toluenesulfonyloxymethyl)-3,4,5,6-tetrahydro-6-oxo-1H-azepino[5,4,3-cd]indole), C1(=CC=CC=C1)N1CCNCC1 (1-phenylpiperazine). Reaction conditions: temperature 80 celsius, time 4 hour. Yields the product C1(=CC=CC=C1)N1CCN(CC1)CC1CC2=CNC=3C=CC=C(C23)C(N1)=O (4-(4-Phenylpiperazin-1-ylmethyl)-3,4,5,6-tetrahydro-6-oxo-1H-azepino[5,4,3-cd]indole). As a reaction SMILES: C1(C)C=CC(S(O[CH2:11][CH:12]2[NH:24][C:23](=[O:25])[C:21]3[C:22]4[C:14](=[CH:15][NH:16][C:17]=4[CH:18]=[CH:19][CH:20]=3)[CH2:13]2)(=O)=O)=CC=1.[C:27]1([N:33]2[CH2:38][CH2:37][NH:36][CH2:35][CH2:34]2)[CH:32]=[CH:31][CH:30]=[CH:29][CH:28]=1>>[C:27]1([N:33]2[CH2:38][CH2:37][N:36]([CH2:11][CH:12]3[NH:24][C:23](=[O:25])[C:21]4[C:22]5[C:14](=[CH:15][NH:16][C:17]=5[CH:18]=[CH:19][CH:20]=4)[CH2:13]3)[CH2:35][CH2:34]2)[CH:32]=[CH:31][CH:30]=[CH:29][CH:28]=1. Procedure details: 2.2 g of 4-(p-toluenesulfonyloxymethyl)-3,4,5,6-tetrahydro-6-oxo-1H-azepino[5,4,3-cd]indole (for preparation see Example 7E) were mixed with 9 ml of 1-phenylpiperazine, and the mixture was stirred at a temperature of 80° C. for 4 hours. Subsequent cooling resulted in the crude title compound crystallising out. It was filtered out and washed with a mixture of equal parts of methanol and water. Drying resulted in 1.7 g of 4-(4-phenyl-1-piperazinylmethyl)- 3,4,5,6-tetrahydro-6-oxo-1H-azepino[5,4,3-... The reactants are [Si](C1=CC=CC=C1)(C1=CC=CC=C1)(C(C)(C)C)OC[C@@H]1N(CCOC1)C(=O)OC(C)(C)C ((R)-tert-Butyl 3-((tert-butyldiphenylsilyloxy)methyl)morpholine-4-carboxylate), Cl.[Si](C1=CC=CC=C1)(C1=CC=CC=C1)(C(C)(C)C)OC[C@H]1NCCOC1 ((S)-3-((tert-butyldiphenylsilyloxy)methyl)morpholine, hydrochloride salt), [Si](C1=CC=CC=C1)(C1=CC=CC=C1)(C(C)(C)C)OC[C@@H]1N(CCOC1)C(=O)OC(C)(C)C ((R)-tert-Butyl 3-((tert-butyldiphenylsilyloxy)methyl)morpholine-4-carboxylate). Yields the product Cl.[Si](C1=CC=CC=C1)(C1=CC=CC=C1)(C(C)(C)C)OC[C@@H]1NCCOC1 ((R)-3-((tert-butyldiphenylsilyloxy)methyl)morpholine, hydrochloride salt), hydrochloride salt. The yield is 77.0%. RXN SMILES: [ClH:1].[Si:2]([O:19][CH2:20][C@@H:21]1[CH2:26][O:25][CH2:24][CH2:23][NH:22]1)([C:15]([CH3:18])([CH3:17])[CH3:16])([C:9]1[CH:14]=[CH:13][CH:12]=[CH:11][CH:10]=1)[C:3]1[CH:8]=[CH:7][CH:6]=[CH:5][CH:4]=1.[Si](OC[C@H]1COCCN1C(OC(C)(C)C)=O)(C(C)(C)C)(C1C=CC=CC=1)C1C=CC=CC=1>>[ClH:1].[Si:2]([O:19][CH2:20][C@H:21]1[CH2:26][O:25][CH2:24][CH2:23][NH:22]1)([C:15]([CH3:16])([CH3:17])[CH3:18])([C:9]1[CH:10]=[CH:11][CH:12]=[CH:13][CH:14]=1)[C:3]1[CH:8]=[CH:7][CH:6]=[CH:5][CH:4]=1 |f:0.1,3.4|. Procedure: The title product (1.2 g, yield: 77%) was prepared using a procedure similar to the one described for the synthesis of INTERMEDIATE 103. (R)-tert-Butyl 3-((tert-butyldiphenylsilyloxy)methyl)morpholine-4-carboxylate (INTERMEDIATE 106, 2.0 g, 4.39 mmol) was used as starting material. The title product was obtained as a hydrochloride salt after evaporation of the volatiles under reduced pressure. Reactants: [Br-], C#C[Si](C)(C)C, CC[Mg+], CC(C)C(=O)c1cncnc1, C1CCOC1. The product is CC(C)C(O)(C#C[Si](C)(C)C)c1cncnc1. As a reaction SMILES: [Br-:1].[C:5](#[CH:6])[Si:7]([CH3:8])([CH3:9])[CH3:10].[CH2:2]([Mg+:3])[CH3:4].[CH3:11][CH:12]([C:13](=[O:14])[c:15]1[cH:16][n:17][cH:18][n:19][cH:20]1)[CH3:21].[O:22]1[CH2:23][CH2:24][CH2:25][CH2:26]1>>[C:5](#[C:6][C:13]([CH:12]([CH3:11])[CH3:21])([OH:14])[c:15]1[cH:16][n:17][cH:18][n:19][cH:20]1)[Si:7]([CH3:8])([CH3:9])[CH3:10]. Starting materials: C1CCOC1, COC(=O)c1c(S(C)(=O)=O)nsc1S(C)(=O)=O, CN(C)C=O, O. Yields the product COC(=O)c1c(S(C)(=O)=O)nsc1N. As a reaction SMILES: [CH2:24]1[O:25][CH2:26][CH2:27][CH2:28]1.[CH3:1][O:2][C:3](=[O:4])[c:5]1[c:6]([S:14](=[O:15])(=[O:16])[CH3:17])[n:7][s:8][c:9]1[S:10]([CH3:11])(=[O:12])=[O:13].[O:18]=[CH:19][N:20]([CH3:21])[CH3:22].[OH2:23]>>[CH3:1][O:2][C:3](=[O:4])[c:5]1[c:6]([S:14](=[O:15])(=[O:16])[CH3:17])[n:7][s:8][c:9]1[NH2:20]. The reactants are CCOC(=O)c1nc2c(C#N)c(C)c(-c3ccccc3)c(F)c2o1, CN(C)C, CNC, ClCCl, Cl, Cl. The product is Cc1c(-c2ccccc2)c(F)c2oc(C(=O)N(C)C)nc2c1C#N. As a reaction SMILES: [C:9](#[N:10])[c:11]1[c:12]([CH3:32])[c:13](-[c:26]2[cH:27][cH:28][cH:29][cH:30][cH:31]2)[c:14]([F:25])[c:15]2[c:16]1[n:17][c:18]([C:20](=[O:21])[O:22][CH2:23][CH3:24])[o:19]2.[CH3:1][N:2]([CH3:3])[CH3:4].[CH3:6][NH:7][CH3:8].[Cl:34][CH2:35][Cl:36].[ClH:33].[ClH:5]>>[CH3:1][N:2]([CH3:3])[C:20]([c:18]1[n:17][c:16]2[c:11]([C:9]#[N:10])[c:12]([CH3:32])[c:13](-[c:26]3[cH:27][cH:28][cH:29][cH:30][cH:31]3)[c:14]([F:25])[c:15]2[o:19]1)=[O:21]. The reactants are CCCC[N+](CCCC)(CCCC)CCCC, Cc1ccccc1, CCOC(C)=O, N#CC1(c2c(F)cccc2F)CC1, [Na+], [OH-], OO, O=S(=O)([O-])O. Product: NC(=O)C1(c2c(F)cccc2F)CC1. RXN SMILES: [CH2:23]([N+:24]([CH2:25][CH2:26][CH2:27][CH3:28])([CH2:29][CH2:30][CH2:31][CH3:32])[CH2:33][CH2:34][CH2:35][CH3:36])[CH2:37][CH2:38][CH3:39].[CH3:40][c:41]1[cH:42][cH:43][cH:44][cH:45][cH:46]1.[CH3:47][CH2:48][O:49][C:50](=[O:51])[CH3:52].[F:1][c:2]1[c:3]([C:9]2([C:12]#[N:13])[CH2:10][CH2:11]2)[c:4]([F:8])[cH:5][cH:6][cH:7]1.[Na+:15].[OH-:14].[OH:16][OH:17].[S:18]([O-:19])([OH:20])(=[O:21])=[O:22]>>[F:1][c:2]1[c:3]([C:9]2([C:12]([NH2:13])=[O:14])[CH2:10][CH2:11]2)[c:4]([F:8])[cH:5][cH:6][cH:7]1. Yields the product C(C)OC1=CC=C(\C=C/2\C(N(C(S2)=O)CC2=CC=C(C=C2)[N+](=O)[O-])=O)C=C1 ((Z)-5-(4-ethoxybenzylidene)-3-(4-nitrobenzyl)thiazolidine-2,4-dione). Reactants: C(C)OC1=CC=C(\C=C/2\C(N(C(S2)=O)CCC)=O)C=C1 ((Z)-5-(4-ethoxybenzylidene)-3-propylthiazolidine-2,4-dione), C(C)OC1=CC=C(\C=C/2\C(NC(S2)=O)=O)C=C1 ((Z)-5-(4-ethoxybenzylidene)thiazolidine-2,4-dione), [N+](=O)([O-])C1=CC=C(CBr)C=C1 (p-nitrobenzyl bromide), C([O-])([O-])=O.[K+].[K+] (potassium carbonate). Reaction SMILES: [CH2:1]([O:3][C:4]1[CH:17]=[CH:16][C:7](/[CH:8]=[C:9]2/[C:10](=[O:15])[NH:11][C:12](=[O:14])[S:13]/2)=[CH:6][CH:5]=1)[CH3:2].[N+:18]([C:21]1[CH:28]=[CH:27][C:24]([CH2:25]Br)=[CH:23][CH:22]=1)([O-:20])=[O:19].C(=O)([O-])[O-].[K+].[K+].C(OC1C=CC(/C=C2/C(=O)N(CCC)C(=O)S/2)=CC=1)C>>[CH2:1]([O:3][C:4]1[CH:17]=[CH:16][C:7](/[CH:8]=[C:9]2/[C:10](=[O:15])[N:11]([CH2:25][C:24]3[CH:27]=[CH:28][C:21]([N+:18]([O-:20])=[O:19])=[CH:22][CH:23]=3)[C:12](=[O:14])[S:13]/2)=[CH:6][CH:5]=1)[CH3:2] |f:2.3.4|. Procedure details: The title compound 28n was prepared from compound 2 (150 mg, 0.60 mmol), p-nitrobenzyl bromide (143 mg, 0.66 mmol) and potassium carbonate (166 mg, 1.20 mmol) in a manner similar to that described for 28d in 99.5% (229 mg) yield as a white solid. Starting materials: O1CCOC2=C1C=CC=C2/C=C/C(=O)O ((trans)-3-(2,3-dihydrobenzodioxin-5-yl)propenoic acid), S(=O)(Cl)Cl (thionyl chloride), C(Cl)Cl (CH2Cl2), Cl.CNOC (N,O-dimethylhydroxylamine hydrochloride). Solvent: O (water), C(C)(=O)OCC (ethyl acetate), C(=O)([O-])[O-].[Na+].[Na+] (Na2CO3), C(C)(=O)OCC (ethyl acetate). The product is CON(C(\C=C\C1=CC=CC=2OCCOC21)=O)C ((trans)-N-Methoxy-N-methyl-3-(2,3-Dihydrobenzodioxin-5-yl)propenamide). Reaction SMILES: [O:1]1[C:6]2[CH:7]=[CH:8][CH:9]=[C:10](/[CH:11]=[CH:12]/[C:13]([OH:15])=O)[C:5]=2[O:4][CH2:3][CH2:2]1.S(Cl)(Cl)=O.C(Cl)Cl.Cl.[CH3:24][NH:25][O:26][CH3:27]>C(OCC)(=O)C.C([O-])([O-])=O.[Na+].[Na+].O>[CH3:27][O:26][N:25]([CH3:24])[C:13](=[O:15])/[CH:12]=[CH:11]/[C:10]1[C:5]2[O:4][CH2:3][CH2:2][O:1][C:6]=2[CH:7]=[CH:8][CH:9]=1 |f:3.4,6.7.8|. Procedure: A mixture of (trans)-3-(2,3-dihydrobenzodioxin-5-yl)propenoic acid (9.83 g, 47.7 mmol), thionyl chloride (20 mL), and CH2Cl2 (75 mL) was heated to reflux for 1 hr, and then concentrated in vacuo to give a yellow-green solid. This material was dissolved in ethyl acetate (75 mL), and a solution of N,O-dimethylhydroxylamine hydrochloride (9.5 g) in saturated Na2CO3 (100 mL) was added with stirring. The mixture was stirred for 90 min and then diluted with water and ethyl acetate. The ethyl acetate l... The solvent is ClCCl (dichloromethane), ClCCl (dichloromethane), ClCCl (dichloromethane). Reaction conditions: time 4 hour. Procedure: A solution of Example 1C (0.033 g, 0.200 mmol) in dichloromethane (1 mL) was treated with 1M chlorotrimethylsilane in dichloromethane (440 μL, 0.044 mmol) and pyridine (56.6 μL, 0.70 mmol), shaken for 4 hours at ambient temperature, treated with a solution of benzenesulfonyl chloride (0.042 g, 0.24 mmol) in dichloromethane (1 mL), and shaken for 16 hours at ambient temperature. The mixture was concentrated, the residue was acidified to pH 1.0 with 5% aqueous HCl, and the solution was extracted w... The reactants are NC1=C(C(=O)O)C=C(C=C1)CC (2-amino-5-ethylbenzoic acid), Cl[Si](C)(C)C (chlorotrimethylsilane), N1=CC=CC=C1 (pyridine), C1(=CC=CC=C1)S(=O)(=O)Cl (benzenesulfonyl chloride). As a reaction SMILES: [NH2:1][C:2]1[CH:10]=[CH:9][C:8]([CH2:11][CH3:12])=[CH:7][C:3]=1[C:4]([OH:6])=[O:5].Cl[Si](C)(C)C.N1C=CC=CC=1.[C:24]1([S:30](Cl)(=[O:32])=[O:31])[CH:29]=[CH:28][CH:27]=[CH:26][CH:25]=1>ClCCl>[CH2:11]([C:8]1[CH:9]=[CH:10][C:2]([NH:1][S:30]([C:24]2[CH:29]=[CH:28][CH:27]=[CH:26][CH:25]=2)(=[O:32])=[O:31])=[C:3]([CH:7]=1)[C:4]([OH:6])=[O:5])[CH3:12]. Product: C(C)C=1C=CC(=C(C(=O)O)C1)NS(=O)(=O)C1=CC=CC=C1 (5-ethyl-2-[(phenylsulfonyl)amino]benzoic acid).